The task is: describe an organic reaction: reactants, conditions, products, and yield. This data is from the Open Reaction Database (ORD), a public repository of structured organic reaction records. Starting materials: CCO, CC(=O)c1ccccc1, Nc1ccc(Cl)cc1, O. Yields the product CC(=Nc1ccc(Cl)cc1)c1ccccc1. Reaction SMILES: [CH3:19][CH2:20][OH:21].[CH3:1][C:2](=[O:3])[c:4]1[cH:5][cH:6][cH:7][cH:8][cH:9]1.[Cl:10][c:11]1[cH:12][cH:13][c:14]([NH2:15])[cH:16][cH:17]1.[OH2:18]>>[CH3:1][C:2]([c:4]1[cH:5][cH:6][cH:7][cH:8][cH:9]1)=[N:15][c:14]1[cH:13][cH:12][c:11]([Cl:10])[cH:17][cH:16]1.